From a dataset of the Open Reaction Database (ORD), a public repository of structured organic reaction records. describe an organic reaction: reactants, conditions, products, and yield Reactants: C(C)OC(=O)C1(CCNCC1)CCOC (4-(2-methoxy-ethyl)-piperidine-4-carboxylic acid ethyl ester), CC(CS(=O)(=O)Cl)C (2-methyl-propane-1-sulfonyl chloride), C1(CCCC1)OC1=CC=C(N)C=C1 (4-(cylopentyloxy)-aniline). Product: C1(CCCC1)OC1=CC=C(C=C1)N1C(C2(CC1)CCN(CC2)S(=O)(=O)CC(C)C)=O (2-(4-Cyclopentyloxy-phenyl)-8-(2-methyl-propane-1-sulfonyl)-2,8-diaza-spiro[4.5]decan-1-one). Reaction SMILES: C(O[C:4]([C:6]1([CH2:12][CH2:13]OC)[CH2:11][CH2:10][NH:9][CH2:8][CH2:7]1)=[O:5])C.[CH3:16][CH:17]([CH3:23])[CH2:18][S:19](Cl)(=[O:21])=[O:20].[CH:24]1([O:29][C:30]2[CH:36]=[CH:35][C:33]([NH2:34])=[CH:32][CH:31]=2)[CH2:28][CH2:27][CH2:26][CH2:25]1>>[CH:24]1([O:29][C:30]2[CH:31]=[CH:32][C:33]([N:34]3[CH2:13][CH2:12][C:6]4([CH2:7][CH2:8][N:9]([S:19]([CH2:18][CH:17]([CH3:23])[CH3:16])(=[O:21])=[O:20])[CH2:10][CH2:11]4)[C:4]3=[O:5])=[CH:35][CH:36]=2)[CH2:28][CH2:27][CH2:26][CH2:25]1. Reported procedure: Pink solid. MS (ESI): 435.23 (MH+). This example was prepared in analogy to example 1 step C) to D) from 4-(2-methoxy-ethyl)-piperidine-4-carboxylic acid ethyl ester (example 1 step B)), 2-methyl-propane-1-sulfonyl chloride and 4-(cylopentyloxy)-aniline. The reactants are N1=CC(=CC2=CC=CC=C12)C(=O)O (3-quinolinecarboxylic acid). The reagents and catalysts are [Pt](=O)=O (platinum dioxide). Run in FC(C(=O)O)(F)F (trifluoroacetic acid). Product: N1=CC(=CC=2CCCCC12)C(=O)O (5,6,7,8-tetrahydroquinoline-3-carboxylic acid). Yield: 43.5%. As a reaction SMILES: [N:1]1[C:10]2[C:5](=[CH:6][CH:7]=[CH:8][CH:9]=2)[CH:4]=[C:3]([C:11]([OH:13])=[O:12])[CH:2]=1>FC(F)(F)C(O)=O.[Pt](=O)=O>[N:1]1[C:10]2[CH2:9][CH2:8][CH2:7][CH2:6][C:5]=2[CH:4]=[C:3]([C:11]([OH:13])=[O:12])[CH:2]=1. Procedure: A mixture of 3-quinolinecarboxylic acid (1.73 g, 10.0 mmol) in trifluoroacetic acid (20 ml) with platinum dioxide (200 mg) was shaken in a Parr vessel at 10-15 psi. After 90 minutes the reaction mixture was filtered and the solvent removed in vacuo to yield an oil. The oil was added dropwise onto diethyl ether yielding a white solid which was collected by filtration and then recrystallised from ethyl acetate/hexane to yield the title compound as a white solid (770 mg). Starting materials: BrC=1C(=CC(=C(C1)NC(C(=O)N)CC(F)(F)F)F)C#N (2-(5-bromo-4-cyano-2-fluorophenylamino)-4,4,4-trifluorobutanamide), Cl.NC1=CC(=NS1)C (5-amino-3-methylisothiazole hydrochloride), C(=O)([O-])[O-].[K+].[K+] (K2CO3), C=1C=CC(=CC1)P(C=2C=CC=CC2)C3=CC=C4C=CC=CC4=C3C5=C6C=CC=CC6=CC=C5P(C=7C=CC=CC7)C=8C=CC=CC8 (BINAP). Reagents/catalysts: CC(=O)[O-].CC(=O)[O-].[Pd+2] (Pd(OAc)2). The solvent is O1CCOCC1 (dioxane). Run at time 18 hour. The product is C(#N)C1=CC(=C(C=C1NC1=CC(=NS1)C)NC(C(=O)N)CC(F)(F)F)F (2-(4-cyano-2-fluoro-5-(3-methylisothiazol-5-ylamino)phenylamino)-4,4,4-trifluorobutanamide). Isolated yield 99.6%. As a reaction SMILES: Br[C:2]1[C:3]([C:19]#[N:20])=[CH:4][C:5]([F:18])=[C:6]([NH:8][CH:9]([CH2:13][C:14]([F:17])([F:16])[F:15])[C:10]([NH2:12])=[O:11])[CH:7]=1.Cl.[NH2:22][C:23]1[S:27][N:26]=[C:25]([CH3:28])[CH:24]=1.C([O-])([O-])=O.[K+].[K+].C1C=CC(P(C2C(C3C(P(C4C=CC=CC=4)C4C=CC=CC=4)=CC=C4C=3C=CC=C4)=C3C(C=CC=C3)=CC=2)C2C=CC=CC=2)=CC=1>O1CCOCC1.CC([O-])=O.CC([O-])=O.[Pd+2]>[C:19]([C:3]1[C:2]([NH:22][C:23]2[S:27][N:26]=[C:25]([CH3:28])[CH:24]=2)=[CH:7][C:6]([NH:8][CH:9]([CH2:13][C:14]([F:17])([F:16])[F:15])[C:10]([NH2:12])=[O:11])=[C:5]([F:18])[CH:4]=1)#[N:20] |f:1.2,3.4.5,8.9.10|. Procedure: A mixture of 2-(5-bromo-4-cyano-2-fluorophenylamino)-4,4,4-trifluorobutanamide (90 mg, 0.254 mmol), 5-amino-3-methylisothiazole hydrochloride (58 mg, 0.385 mmol), K2CO3 (200 mg, 1.45 mmol), BINAP (35 mg, 0.056 mmol) and Pd(OAc)2 (23 mg, 0.100 mmol) in dioxane (3 mL) was degassed with argon, then was stirred at 120 C for 18 h. Water and EtOAc were added. The organic phase was separated, dried over Na2SO4, concentrated in vacuo to give 2-(4-cyano-2-fluoro-5-(3-methylisothiazol-5-ylamino)phenylamin... Reactants: B(O)(O)O (boric acid), C(C)(=O)OO (peracetic acid), C(C)(=O)OO (peracetic acid), NC(=O)N (urea). Product: C(C)(=O)OO (Peracetic Acid), NC(=O)N.B(O)(O)O (Urea Boric Acid). Reported procedure: A cross-linked Peracetic Acid/Locust Bean Gum/Urea/Boric Acid Gel was prepared according to Example 5 by reacting 41.77 g of 5% peracetic acid, 41.25 g urea, 1.62 g konjac flour and 0.8 g of boric acid with gently stirring. A viscous gel formed. It analyzed at 3.44% of peracetic acid. The gel was dried to a solid which analyzed for 1.71% peracetic acid. The solid dissolved slowly in water. The solid was very stable with or without urea. As a reaction SMILES: [C:1]([O:4][OH:5])(=[O:3])[CH3:2].[NH2:6][C:7]([NH2:9])=[O:8].[B:10]([OH:13])([OH:12])[OH:11]>>[C:1]([O:4][OH:5])(=[O:3])[CH3:2].[NH2:6][C:7]([NH2:9])=[O:8].[B:10]([OH:13])([OH:12])[OH:11] |f:4.5|. The reactants are CC(C)(C)OC(NC(CCOC1=CC=CC=C1)C(=O)N1CCC2(CC1)CCC1=CC=CC=C12)=O (N-[1-[(2,3-dihydrospiro[1H-indene-1,4'-piperidin]-1'-yl)carbonyl]-3-phenoxypropyl]carbamic acid 1,1-dimethylethyl ester), CC(C)(C)OC(N[C@H](COCC1=CC=CC=C1)C(=O)N1CCC2(CC1)CCC1=CC=CC=C12)=O (N-[1(R)-[(2,3-dihydrospiro[1H-indene-1,4'-piperidin]-1'-yl)carbonyl]-2-(phenylmethyloxy)ethyl]carbamic acid 1,1-dimethylethyl ester). Product: NC(C(=O)N1CCC2(CC1)CCC1=CC=CC=C12)CCOC1=CC=CC=C1 (1'-[2-amino-1-oxo-4-phenoxybutyl]-2,3-dihydrospiro-[1H-indene-1,4'-piperidine]). As a reaction SMILES: CC(OC(=O)[NH:7][CH:8]([C:18]([N:20]1[CH2:25][CH2:24][C:23]2([C:33]3[C:28](=[CH:29][CH:30]=[CH:31][CH:32]=3)[CH2:27][CH2:26]2)[CH2:22][CH2:21]1)=[O:19])[CH2:9][CH2:10][O:11][C:12]1[CH:17]=[CH:16][CH:15]=[CH:14][CH:13]=1)(C)C.CC(OC(=O)N[C@@H](C(N1CCC2(C3C(=CC=CC=3)CC2)CC1)=O)COCC1C=CC=CC=1)(C)C>>[NH2:7][CH:8]([CH2:9][CH2:10][O:11][C:12]1[CH:17]=[CH:16][CH:15]=[CH:14][CH:13]=1)[C:18]([N:20]1[CH2:25][CH2:24][C:23]2([C:33]3[C:28](=[CH:29][CH:30]=[CH:31][CH:32]=3)[CH2:27][CH2:26]2)[CH2:22][CH2:21]1)=[O:19]. Procedure details: Substituting the compound from Step B above for the compound from Example 63, Step A in Step B, Example 78, the title compound was obtained. Calc. for C23H28N2O2 :MW=364.5; found m/e 32 (m+1) 365.2. Reactants: FC1=CC=C(C=C1)C1=C(N=C(N1)C1=CC=C(C=C1)[N+](=O)[O-])C(=O)NC=1SC=CN1 (5-(4-fluorophenyl)-2-(4-nitrophenyl)-N-(2-thiazolyl)-imidazole-4-carboxamide), [Sn](Cl)Cl (tin(II) chloride). Run in Cl (hydrochloric acid), CO (methanol). The product is NC1=CC=C(C=C1)C=1NC(=C(N1)C(=O)NC=1SC=CN1)C1=CC=C(C=C1)F (2-(4-aminophenyl)-5-(4-fluorophenyl)-N-(2-thiazolyl)-imidazole-4-carboxamide). Reaction SMILES: [F:1][C:2]1[CH:7]=[CH:6][C:5]([C:8]2[NH:12][C:11]([C:13]3[CH:18]=[CH:17][C:16]([N+:19]([O-])=O)=[CH:15][CH:14]=3)=[N:10][C:9]=2[C:22]([NH:24][C:25]2[S:26][CH:27]=[CH:28][N:29]=2)=[O:23])=[CH:4][CH:3]=1.[Sn](Cl)Cl>CO.Cl>[NH2:19][C:16]1[CH:17]=[CH:18][C:13]([C:11]2[NH:12][C:8]([C:5]3[CH:6]=[CH:7][C:2]([F:1])=[CH:3][CH:4]=3)=[C:9]([C:22]([NH:24][C:25]3[S:26][CH:27]=[CH:28][N:29]=3)=[O:23])[N:10]=2)=[CH:14][CH:15]=1. Reported procedure: 5-(4-Fluorophenyl)-2-(4-nitrophenyl)-N-(2-thiazolyl)-imidazole-4-carboxamide obtained in Example 57 is suspended in methanol and ice-cooled. To the suspension is added a solution of tin(II) chloride 6 hydrate in 6 M hydrochloric acid solution and the mixture is reacted and treated in the same manner as in Example 48 to give 2-(4-aminophenyl)-5-(4-fluorophenyl)-N-(2-thiazolyl)-imidazole-4-carboxamide.